Dataset: the Open Reaction Database (ORD), a public repository of structured organic reaction records. Task: describe an organic reaction: reactants, conditions, products, and yield The product is Cc1c(C#N)c(NC(=O)C=Cc2ccccc2)c(O)c(F)c1-c1ccccc1. Reactants: O=C(Cl)C=Cc1ccccc1, CCOC(C)=O, Cc1c(C#N)c(N)c(O)c(F)c1-c1ccccc1, [Na+], C1CCOC1, O=C([O-])O. As a reaction SMILES: [C:1]([CH:2]=[CH:3][c:4]1[cH:5][cH:6][cH:7][cH:8][cH:9]1)(=[O:10])[Cl:11].[CH3:40][CH2:41][O:42][C:43](=[O:44])[CH3:45].[NH2:17][c:18]1[c:19]([C:20]#[N:21])[c:22]([CH3:34])[c:23](-[c:28]2[cH:29][cH:30][cH:31][cH:32][cH:33]2)[c:24]([F:27])[c:25]1[OH:26].[Na+:35].[O:12]1[CH2:13][CH2:14][CH2:15][CH2:16]1.[OH:36][C:37](=[O:38])[O-:39]>>[C:1]([CH:2]=[CH:3][c:4]1[cH:5][cH:6][cH:7][cH:8][cH:9]1)(=[O:10])[NH:17][c:18]1[c:19]([C:20]#[N:21])[c:22]([CH3:34])[c:23](-[c:28]2[cH:29][cH:30][cH:31][cH:32][cH:33]2)[c:24]([F:27])[c:25]1[OH:26]. Reactants: CC(=O)O, [H][H], O=C(O)CCCCCCC1C(=O)CC(=O)C1=O, O=S(=O)(O)O. Yields the product O=C(O)CCCCCCC1C(=O)CCC1=O. Reaction SMILES: [CH3:25][C:26](=[O:27])[OH:28].[H:23][H:24].[O:1]=[C:2]1[CH:3]([CH2:9][CH2:10][CH2:11][CH2:12][CH2:13][CH2:14][C:15](=[O:16])[OH:17])[C:4](=[O:8])[CH2:5][C:6]1=[O:7].[S:18](=[O:19])(=[O:20])([OH:21])[OH:22]>>[O:1]=[C:2]1[CH:3]([CH2:9][CH2:10][CH2:11][CH2:12][CH2:13][CH2:14][C:15](=[O:16])[OH:17])[C:4](=[O:8])[CH2:5][CH2:6]1. The reactants are ClCCC(=O)O (3-chloropropionic acid), [OH-].[Na+] (sodium hydroxide), Cl (hydrochloric acid), [OH-].[Na+] (sodium hydroxide), CS(=O)(=O)NC=1C=C(C=CC1OC1=CC=CC=C1)O (3-methylsulfonylamino-4-phenoxyphenol). The solvent is O (water), O (water), O (water), C(C)(=O)OCC (ethyl acetate). Yields the product CS(=O)(=O)NC=1C=C(OCCC(=O)O)C=CC1OC1=CC=CC=C1 (3-(3-methylsulfonylamino-4-phenoxyphenoxy)propionic acid). Isolated yield 23.1%. As a reaction SMILES: [OH-].[Na+].[CH3:3][S:4]([NH:7][C:8]1[CH:9]=[C:10]([OH:21])[CH:11]=[CH:12][C:13]=1[O:14][C:15]1[CH:20]=[CH:19][CH:18]=[CH:17][CH:16]=1)(=[O:6])=[O:5].Cl[CH2:23][CH2:24][C:25]([OH:27])=[O:26].Cl>O.C(OCC)(=O)C>[CH3:3][S:4]([NH:7][C:8]1[CH:9]=[C:10]([CH:11]=[CH:12][C:13]=1[O:14][C:15]1[CH:20]=[CH:19][CH:18]=[CH:17][CH:16]=1)[O:21][CH2:23][CH2:24][C:25]([OH:27])=[O:26])(=[O:6])=[O:5] |f:0.1|. Procedure: 4 g of sodium hydroxide was dissolved in 250 ml of water. Therein was dissolved 27.9 g of 3-methylsulfonylamino-4-phenoxyphenol. Thereto was added an aqueous solution obtained by dissolving 10.9 g of 3-chloropropionic acid and 4 g of sodium hydroxide in 30 ml of water. The mixture was refluxed for 30 minutes. The reaction mixture was water-cooled and adjusted to pH 8 with 4N hydrochloric acid. 70 ml of ethyl acetate was added thereto. The aqueous layer was separated, adjusted to pH 4 with 4N hyd... Starting materials: O=C1CCC(=O)N1Br, CC(C)(C)Nc1ncccc1-c1nnnn1-c1ccc(C2CC2)c(F)c1F, CC#N. Product: CC(C)(C)Nc1ncc(Br)cc1-c1nnnn1-c1ccc(C2CC2)c(F)c1F. As a reaction SMILES: [Br:28][N:29]1[C:30](=[O:31])[CH2:32][CH2:33][C:34]1=[O:35].[C:1]([CH3:2])([CH3:3])([CH3:4])[NH:5][c:6]1[n:7][cH:8][cH:9][cH:10][c:11]1-[c:12]1[n:13][n:14][n:15][n:16]1-[c:17]1[c:18]([F:27])[c:19]([F:26])[c:20]([CH:23]2[CH2:24][CH2:25]2)[cH:21][cH:22]1.[CH3:36][C:37]#[N:38]>>[C:1]([CH3:2])([CH3:3])([CH3:4])[NH:5][c:6]1[n:7][cH:8][c:9]([Br:28])[cH:10][c:11]1-[c:12]1[n:13][n:14][n:15][n:16]1-[c:17]1[c:18]([F:27])[c:19]([F:26])[c:20]([CH:23]2[CH2:24][CH2:25]2)[cH:21][cH:22]1. Starting materials: C(C(=O)O)(=O)O (oxalic acid), O1[C@@H](C1)COC1=C2C=CNC2=CC=C1 ((S)-(+)-4-(oxiranylmethoxy)-1H-indole), N1CCC2(CC1)OCC1=C(C2)C=CC=C1 (1,4-dihydrospiro[3H-2-benzopyran-3,4'-piperidine]), CO (methanol). The solvent is C(C)(=O)OCC (ethyl acetate), C(C)(=O)OCC (ethyl acetate). The product is C(C(=O)O)(=O)O.N1C=CC2=C(C=CC=C12)OC[C@H](CN1CCC2(CC1)OCC1=C(C2)C=CC=C1)O ((2S)-(-)-1-(4-indolyloxy)-3-(1,4-dihydrospiro[3H-2-benzopyran-3,4'-piperidin]-1'-yl)-2-propanol ethanedioate). RXN SMILES: [O:1]1[CH2:3][C@H:2]1[CH2:4][O:5][C:6]1[CH:14]=[CH:13][CH:12]=[C:11]2[C:7]=1[CH:8]=[CH:9][NH:10]2.[NH:15]1[CH2:20][CH2:19][C:18]2([CH2:25][C:24]3[CH:26]=[CH:27][CH:28]=[CH:29][C:23]=3[CH2:22][O:21]2)[CH2:17][CH2:16]1.[C:30]([OH:35])(=[O:34])[C:31]([OH:33])=[O:32].CO>C(OCC)(=O)C>[C:30]([OH:35])(=[O:34])[C:31]([OH:33])=[O:32].[NH:10]1[C:11]2[C:7](=[C:6]([O:5][CH2:4][C@@H:2]([OH:1])[CH2:3][N:15]3[CH2:20][CH2:19][C:18]4([CH2:25][C:24]5[CH:26]=[CH:27][CH:28]=[CH:29][C:23]=5[CH2:22][O:21]4)[CH2:17][CH2:16]3)[CH:14]=[CH:13][CH:12]=2)[CH:8]=[CH:9]1 |f:5.6|. Procedure: The title compound was prepared in similar fashion from (S)-(+)-4-(oxiranylmethoxy)-1H-indole and 1,4-dihydrospiro[3H-2-benzopyran-3,4'-piperidine]. The resulting free base was dissolved in ethyl acetate, and precipitated with one equivalent of oxalic acid in ethyl acetate in 78% overall yield. FDMS m/e=392 (M+ of free base). α[D]589 =-12.34 (c=0.57, methanol).